Dataset: the Open Reaction Database (ORD), a public repository of structured organic reaction records. Task: describe an organic reaction: reactants, conditions, products, and yield Reactants: COCOC1=CC=C2C(C(COC2=C1)(CCC)C1=CC=C(C=C1)OCOC)CC=C ((3RS,4RS)-7-methoxymethoxy-3-(4-methoxymethoxyphenyl)-4-(2-propenyl)-3-propylchroman), FC(CCCCC(C(=O)OCC)CCCCCCC=C)(C(F)(F)F)F (ethyl 2-(5,5,6,6,6-pentafluorohexyl)-9-decenoate). Product: OC1=CC=C2C(C(COC2=C1)(CCC)C1=CC=C(C=C1)O)CCCCCCCCCC(C(=O)O)CCCCC(C(F)(F)F)(F)F (11-[(3RS,4RS)-7-hydroxy-3-(4-hydroxyphenyl)-3-propylchroman-4-yl]-2-(5,5,6,6,6-pentafluorohexyl)undecanoic acid). As a reaction SMILES: COC[O:4][C:5]1[CH:14]=[C:13]2[C:8]([CH:9]([CH2:28]C=C)[C:10]([C:18]3[CH:23]=[CH:22][C:21]([O:24]COC)=[CH:20][CH:19]=3)([CH2:15][CH2:16][CH3:17])[CH2:11][O:12]2)=[CH:7][CH:6]=1.[F:31][C:32]([F:55])([C:51]([F:54])([F:53])[F:52])[CH2:33][CH2:34][CH2:35][CH2:36][CH:37]([CH2:43][CH2:44][CH2:45][CH2:46][CH2:47][CH2:48][CH:49]=[CH2:50])[C:38]([O:40]CC)=[O:39]>>[OH:4][C:5]1[CH:14]=[C:13]2[C:8]([CH:9]([CH2:28][CH2:50][CH2:49][CH2:48][CH2:47][CH2:46][CH2:45][CH2:44][CH2:43][CH:37]([CH2:36][CH2:35][CH2:34][CH2:33][C:32]([F:31])([F:55])[C:51]([F:52])([F:53])[F:54])[C:38]([OH:40])=[O:39])[C:10]([C:18]3[CH:19]=[CH:20][C:21]([OH:24])=[CH:22][CH:23]=3)([CH2:15][CH2:16][CH3:17])[CH2:11][O:12]2)=[CH:7][CH:6]=1. Reported procedure: Starting with (3RS,4RS)-7-methoxymethoxy-3-(4-methoxymethoxyphenyl)-4-(2-propenyl)-3-propylchroman prepared as in Example 21 and ethyl 2-(5,5,6,6,6-pentafluorohexyl)-9-decenoate prepared separately, the same procedure as shown in Example 21 was repeated to give 11-[(3RS,4RS)-7-hydroxy-3-(4-hydroxyphenyl)-3-propylchroman-4-yl]-2-(5,5,6,6,6-pentafluorohexyl)undecanoic acid. The reactants are C(C)(=O)CP([O-])=O.[Na+] (sodium acetylmethylphosphinate), NC1=CC=CC=C1 (aniline), C(C)O (ethanol). Run at time 72 hour. Product: CP([O-])(=O)C(C)=NC1=CC=CC=C1.[Na+] (Sodium methyl(1-phenyliminoethyl)phosphinate). Reaction SMILES: [C:1]([CH2:4][PH:5](=[O:7])[O-:6])(=O)C.[Na+:8].[NH2:9][C:10]1[CH:15]=[CH:14][CH:13]=[CH:12][CH:11]=1.[CH2:16](O)C>>[CH3:16][P:5]([C:4](=[N:9][C:10]1[CH:15]=[CH:14][CH:13]=[CH:12][CH:11]=1)[CH3:1])(=[O:7])[O-:6].[Na+:8] |f:0.1,4.5|. Procedure details: A mixture of sodium acetylmethylphosphinate (4.3 g) and aniline (3.2 ml) was dissolved in ethanol (200 ml) and allowed to stand for 72 hours over 4 A molecular sieve. The solution was filtered free of the solid phase, evaporated in vacuo and the residue was triturated with ether to give a pale brown solid (6.1 g). The nmr spectrum showed that the crude product contained an aromatic moiety. The reactants are C(C1=CC=CC=C1)(=O)CC#N (benzoylacetonitrile), [NH4+].[OH-] (NH4OH). Reaction conditions: time 20 hour. The product is N\C(=C/C#N)\C1=CC=CC=C1 ((Z)-3-amino-3-phenylacrylonitrile). Yield: 18.8%. As a reaction SMILES: [C:1]([CH2:9][C:10]#[N:11])(=O)[C:2]1[CH:7]=[CH:6][CH:5]=[CH:4][CH:3]=1.[NH4+:12].[OH-]>>[NH2:12]/[C:1](/[C:2]1[CH:7]=[CH:6][CH:5]=[CH:4][CH:3]=1)=[CH:9]\[C:10]#[N:11] |f:1.2|. Procedure details: A mixture of benzoylacetonitrile (510 mg, 3.51 mmol) and conc. NH4OH (4 mL, 56.0 mmol) in a sealed tube was stirred at 80 C for 20 h. After cooling, solids precipitated out, which were collected by filtration, dried on vacuum to give (Z)-3-amino-3-phenylacrylonitrile (95 mg). Starting materials: CC(C)c1cc(Oc2c(Br)cc(CC(=O)O)cc2Br)ccc1O, Cc1ccccc1, O=S(Cl)Cl. Product: CC(C)c1cc(Oc2c(Br)cc(CC(=O)Cl)cc2Br)ccc1O. Reaction SMILES: [Br:1][c:2]1[cH:3][c:4]([CH2:20][C:21](=[O:22])[OH:23])[cH:5][c:6]([Br:19])[c:7]1[O:8][c:9]1[cH:10][c:11]([CH:16]([CH3:17])[CH3:18])[c:12]([OH:15])[cH:13][cH:14]1.[CH3:28][c:29]1[cH:30][cH:31][cH:32][cH:33][cH:34]1.[S:24]([Cl:25])([Cl:26])=[O:27]>>[Br:1][c:2]1[cH:3][c:4]([CH2:20][C:21](=[O:23])[Cl:26])[cH:5][c:6]([Br:19])[c:7]1[O:8][c:9]1[cH:10][c:11]([CH:16]([CH3:17])[CH3:18])[c:12]([OH:15])[cH:13][cH:14]1.